The task is: describe an organic reaction: reactants, conditions, products, and yield. This data is from the Open Reaction Database (ORD), a public repository of structured organic reaction records. The reactants are CC(C)(C)OC(=O)NCC(=O)O, CCN1CCOCC1, COC(=O)CN, CN(C)C=O, C(=NC1CCCCC1)=NC1CCCCC1, Cl, On1nnc2ccccc21. The product is COC(=O)CNC(=O)CNC(=O)OC(C)(C)C. RXN SMILES: [C:16]([CH3:17])([CH3:18])([CH3:19])[O:20][C:21](=[O:22])[NH:23][CH2:24][C:25](=[O:26])[OH:27].[CH2:45]([N:46]1[CH2:47][CH2:48][O:49][CH2:50][CH2:51]1)[CH3:52].[CH3:39][O:40][C:41]([CH2:42][NH2:43])=[O:44].[CH3:53][N:54]([CH3:55])[CH:56]=[O:57].[CH:1]1([N:2]=[C:3]=[N:4][CH:5]2[CH2:6][CH2:7][CH2:8][CH2:9][CH2:10]2)[CH2:11][CH2:12][CH2:13][CH2:14][CH2:15]1.[ClH:38].[OH:28][n:29]1[c:30]2[cH:31][cH:32][cH:33][cH:34][c:35]2[n:36][n:37]1>>[C:16]([CH3:17])([CH3:18])([CH3:19])[O:20][C:21](=[O:22])[NH:23][CH2:24][C:25](=[O:27])[NH:43][CH2:42][C:41]([O:40][CH3:39])=[O:44].